Task: describe an organic reaction: reactants, conditions, products, and yield. Dataset: the Open Reaction Database (ORD), a public repository of structured organic reaction records The reactants are BrCCC1OCCO1, C1CCOC1, Cc1cc(C=O)ccc1F, I. The product is Cc1cc(C(O)CCC2OCCO2)ccc1F. RXN SMILES: [Br:2][CH2:3][CH2:4][CH:5]1[O:6][CH2:7][CH2:8][O:9]1.[CH2:20]1[O:21][CH2:22][CH2:23][CH2:24]1.[F:10][c:11]1[c:12]([CH3:19])[cH:13][c:14]([CH:15]=[O:16])[cH:17][cH:18]1.[I:1]>>[CH2:3]([CH2:4][CH:5]1[O:6][CH2:7][CH2:8][O:9]1)[CH:15]([c:14]1[cH:13][c:12]([CH3:19])[c:11]([F:10])[cH:18][cH:17]1)[OH:16].